Dataset: the Open Reaction Database (ORD), a public repository of structured organic reaction records. Task: describe an organic reaction: reactants, conditions, products, and yield Starting materials: FC1=CC=C(C=C1)C1=NOC(=C1COC=1C=C(N(N1)C)C(=O)O)C (5-[3-(4-fluoro-phenyl)-5-methyl-isoxazol-4-ylmethoxy]-2-methyl-2H-pyrazole-3-carboxylic acid), FC(CN)(F)F (2,2,2-trifluoroethylamine). Yields the product FC(CNC(=O)C=1N(N=C(C1)OCC=1C(=NOC1C)C1=CC=C(C=C1)F)C)(F)F (5-[3-(4-Fluoro-phenyl)-5-methyl-isoxazol-4-ylmethoxy]-2-methyl-2H-pyrazole-3-carboxylic acid (2,2,2-trifluoro-ethyl)-amide). Yield: 90.0%. As a reaction SMILES: [F:1][C:2]1[CH:7]=[CH:6][C:5]([C:8]2[C:12]([CH2:13][O:14][C:15]3[CH:16]=[C:17]([C:21](O)=[O:22])[N:18]([CH3:20])[N:19]=3)=[C:11]([CH3:24])[O:10][N:9]=2)=[CH:4][CH:3]=1.[F:25][C:26]([F:30])([F:29])[CH2:27][NH2:28]>>[F:25][C:26]([F:30])([F:29])[CH2:27][NH:28][C:21]([C:17]1[N:18]([CH3:20])[N:19]=[C:15]([O:14][CH2:13][C:12]2[C:8]([C:5]3[CH:6]=[CH:7][C:2]([F:1])=[CH:3][CH:4]=3)=[N:9][O:10][C:11]=2[CH3:24])[CH:16]=1)=[O:22]. Procedure: As described for example 55, 5-[3-(4-fluoro-phenyl)-5-methyl-isoxazol-4-ylmethoxy]-2-methyl-2H-pyrazole-3-carboxylic acid (100 mg, 0.3 mmol) was converted, using 2,2,2-trifluoroethylamine instead of 2-amino-2-methyl-1-propanol, to the title compound (112 mg, 90%) which was obtained as a white solid. MS: m/e=413.2 [M+H]+. Reactants: C(C)OC(=O)C=1C=NN(C1C(F)(F)F)C1=NC(=CC=C1)Cl (Ethyl-1-(6-chloropyridin-2-yl)-5-trifluoromethyl-1H-pyrazole-4-carboxylate), FC1=NC=CC=C1B(O)O ((2-fluoropyridin-3-yl)boronic acid), trans dichlorobis(triphenylphosphine) palladium (II), C(=O)([O-])[O-].[Na+].[Na+] (Na2CO3). Solvent: C(C)#N (acetonitrile). Conditions: temperature 100 celsius, time 50 minute. Product: FC1=NC=CC=C1C1=NC(=CC=C1)N1N=CC(=C1C(F)(F)F)C(=O)OCC (Ethyl 1-(2′-fluoro-2,3′-bipyridin-6-yl)-5-(trifluoromethyl)-1H-pyrazole-4-carboxylate). As a reaction SMILES: [CH2:1]([O:3][C:4]([C:6]1[CH:7]=[N:8][N:9]([C:15]2[CH:20]=[CH:19][CH:18]=[C:17](Cl)[N:16]=2)[C:10]=1[C:11]([F:14])([F:13])[F:12])=[O:5])[CH3:2].[F:22][C:23]1[C:28](B(O)O)=[CH:27][CH:26]=[CH:25][N:24]=1.C([O-])([O-])=O.[Na+].[Na+]>C(#N)C>[F:22][C:23]1[C:28]([C:17]2[CH:18]=[CH:19][CH:20]=[C:15]([N:9]3[C:10]([C:11]([F:14])([F:13])[F:12])=[C:6]([C:4]([O:3][CH2:1][CH3:2])=[O:5])[CH:7]=[N:8]3)[N:16]=2)=[CH:27][CH:26]=[CH:25][N:24]=1 |f:2.3.4|. Procedure: A mixture of the title compound from Example 1 Step A (100 mg, 0.3 mmol), (2-fluoropyridin-3-yl)boronic acid (66 mg, 0.47 mmol), trans dichlorobis(triphenylphosphine) palladium (II) (31.0 mg, 0.05 mmol), Na2CO3 (0.47 mL, 2.0 M aqueous, 0.94 mmol) and acetonitrile (1 mL) in a nitrogen-filled capped vial was stirred at 100° C. After 50 min, the mixture was allowed to cool to ambient temperature, then was concentrated in vacuo. Purification by flash chromatography on silica gel using hexane:EtOAc (...